This data is from the Open Reaction Database (ORD), a public repository of structured organic reaction records. The task is: describe an organic reaction: reactants, conditions, products, and yield Starting materials: ClC1=NC(=C2NC=NC2=N1)Cl (2,6-dichloropurine), CC(=O)C1=CC=C(C=C1)N (4-aminoacetophenone). The solvent is C(CCC)O (butanol). Product: ClC1=NC(=C2N=CNC2=N1)NC1=CC=C(C=O)C=C1 (4-[(2-chloro-9H-purin-6-yl)amino]benzaldehyde). Yield: 112.5%. Reaction SMILES: [Cl:1][C:2]1[N:10]=[C:9]2[C:5]([NH:6][CH:7]=[N:8]2)=[C:4](Cl)[N:3]=1.C[C:13]([C:15]1[CH:20]=[CH:19][C:18]([NH2:21])=[CH:17][CH:16]=1)=[O:14]>C(O)CCC>[Cl:1][C:2]1[N:10]=[C:9]2[C:5]([N:6]=[CH:7][NH:8]2)=[C:4]([NH:21][C:18]2[CH:19]=[CH:20][C:15]([CH:13]=[O:14])=[CH:16][CH:17]=2)[N:3]=1. Procedure details: The procedure is carried out as in Example 1, starting with 189 mg of 2,6-dichloropurine, 5 ml of butanol and 149 mg of 4-aminoacetophenone. 308 mg of the expected product are thus obtained.